Task: describe an organic reaction: reactants, conditions, products, and yield. Dataset: the Open Reaction Database (ORD), a public repository of structured organic reaction records The reactants are OC1=CC=C(C=C1)\C(=C(\CC)/C1=CC=CC=C1)\C1=CC=C(C=C1)/C=C/C(=O)OC(C)(C)C (tert-Butyl (2E)-3-{4-[(1Z)-1-(4-hydroxyphenyl)-2-phenylbut-1-enyl]phenyl}prop-2-enoate), ClC(=O)OC1=CC=C(C=C1)[N+](=O)[O-] (p-nitrophenyl chloroformate), N1=CC=CC=C1 (pyridine). Run in C(Cl)Cl (CH2Cl2). Conditions: time 18 hour. The product is [N+](=O)([O-])C1=CC=C(OC(=O)OC2=CC=C(C=C2)\C(=C(\CC)/C2=CC=CC=C2)\C2=CC=C(C=C2)/C=C/C(=O)OC(C)(C)C)C=C1 (tert-Butyl (2E)-3-{4-[(1Z)-1-(4-{[(4-nitrophenoxy)carbonyl]oxy}phenyl)-2-phenyl-1-butenyl]phenyl}-2-propenoate). Yield: 91.0%. Reaction SMILES: [OH:1][C:2]1[CH:7]=[CH:6][C:5](/[C:8](/[C:18]2[CH:23]=[CH:22][C:21](/[CH:24]=[CH:25]/[C:26]([O:28][C:29]([CH3:32])([CH3:31])[CH3:30])=[O:27])=[CH:20][CH:19]=2)=[C:9](\[C:12]2[CH:17]=[CH:16][CH:15]=[CH:14][CH:13]=2)/[CH2:10][CH3:11])=[CH:4][CH:3]=1.Cl[C:34]([O:36][C:37]1[CH:42]=[CH:41][C:40]([N+:43]([O-:45])=[O:44])=[CH:39][CH:38]=1)=[O:35].N1C=CC=CC=1>C(Cl)Cl>[N+:43]([C:40]1[CH:41]=[CH:42][C:37]([O:36][C:34]([O:1][C:2]2[CH:7]=[CH:6][C:5](/[C:8](/[C:18]3[CH:19]=[CH:20][C:21](/[CH:24]=[CH:25]/[C:26]([O:28][C:29]([CH3:31])([CH3:30])[CH3:32])=[O:27])=[CH:22][CH:23]=3)=[C:9](\[C:12]3[CH:17]=[CH:16][CH:15]=[CH:14][CH:13]=3)/[CH2:10][CH3:11])=[CH:4][CH:3]=2)=[O:35])=[CH:38][CH:39]=1)([O-:45])=[O:44]. Procedure: To a solution of compound 12 (0.5 g, 1.17 mmol, ˜9:1 Z/E ratio by 1HNMR) in CH2Cl2 (10 mL) was added p-nitrophenyl chloroformate (0.35 g, 1.76 mmol) and pyridine (0.29 mL, 0.28 g, 3.58 mmol). The reaction mixture was stirred at ambient temperature for 18 h and then concentrated. The residue was purified by chromatography (silica gel, hexanes/EtOAc, 8:1) to provide 38 (0.63 g, 91%, ˜9:1 Z/E mixture) as a cream-colored solid foam. 1HNMR (400 MHz, DMSO-d6): δ 0.85 (t, J=7.4 Hz, 3H), 1.42 (s, 9H), 2... As a reaction SMILES: [CH2:1]([O:3][CH:4]([O:18][CH2:19][CH3:20])[CH2:5][N:6]1[C:10]([NH2:11])=[CH:9][C:8]([C:12]2[CH:17]=[N:16][CH:15]=[CH:14][N:13]=2)=[N:7]1)[CH3:2].Br[C:22]1[CH:27]=[C:26]([N+:28]([O-:30])=[O:29])[CH:25]=[CH:24][C:23]=1[CH3:31]>>[CH2:19]([O:18][CH:4]([O:3][CH2:1][CH3:2])[CH2:5][N:6]1[C:10]([NH:11][C:22]2[CH:27]=[C:26]([N+:28]([O-:30])=[O:29])[CH:25]=[CH:24][C:23]=2[CH3:31])=[CH:9][C:8]([C:12]2[CH:17]=[N:16][CH:15]=[CH:14][N:13]=2)=[N:7]1)[CH3:20]. Starting materials: C(C)OC(CN1N=C(C=C1N)C1=NC=CN=C1)OCC (1-(2,2-Diethoxyethyl)-3-(pyrazin-2-yl)-1H-pyrazole-5-amine), BrC1=C(C=CC(=C1)[N+](=O)[O-])C (2-Bromo-4-nitrotoluene). The product is C(C)OC(CN1N=C(C=C1NC1=C(C=CC(=C1)[N+](=O)[O-])C)C1=NC=CN=C1)OCC (1-(2,2-Diethoxyethyl)-N-(2-methyl-5-nitrophenyl)-3-(pyrazin-2-yl)-1H-pyrazole-5-amine). Procedure: Analogously to Example 13A/Step 1, 1.16 g (4.18 mmol) of the compound of Example 59A and 994 mg (4.60 mmol) of 2-Bromo-4-nitrotoluene gave 1.64 g (86% of theory) of the title compound. Reactants: CC(C)(C)OC(=O)N1CCC1COc1cncc(-c2cccc(CCCNC(=O)OCc3ccccc3)c2)c1, CO, N#N. Product: CC(C)(C)OC(=O)N1CCC1COc1cncc(-c2cccc(CCCN)c2)c1. RXN SMILES: [C:1]([CH3:2])([CH3:3])([CH3:4])[O:5][C:6](=[O:7])[N:8]1[CH:9]([CH2:12][O:13][c:14]2[cH:15][c:16](-[c:20]3[cH:21][c:22]([CH2:26][CH2:27][CH2:28][NH:29][C:30](=[O:31])[O:32][CH2:33][c:34]4[cH:35][cH:36][cH:37][cH:38][cH:39]4)[cH:23][cH:24][cH:25]3)[cH:17][n:18][cH:19]2)[CH2:10][CH2:11]1.[CH3:42][OH:43].[N:40]#[N:41]>>[C:1]([CH3:2])([CH3:3])([CH3:4])[O:5][C:6](=[O:7])[N:8]1[CH:9]([CH2:12][O:13][c:14]2[cH:15][c:16](-[c:20]3[cH:21][c:22]([CH2:26][CH2:27][CH2:28][NH2:29])[cH:23][cH:24][cH:25]3)[cH:17][n:18][cH:19]2)[CH2:10][CH2:11]1.